Dataset: the Open Reaction Database (ORD), a public repository of structured organic reaction records. Task: describe an organic reaction: reactants, conditions, products, and yield Reagents/catalysts: [Pd] (palladium on carbon). The product is C(=O)(OCC)C1CCC(CC1)O (4-Carboethoxy Cyclohexanol). Run at time 5 hour. Procedure details: Into an autoclave is placed ethyl-p-hydroxybenzoate (495 grams) and 5% palladium on carbon (4 grams). The reaction mass is hydrogenated at 150° C. and 50-75 psig hydrogen pressure. After five hours, a sample showed 40% ketone and 44% alcohol having the structure: ##STR24## RXN SMILES: [CH2:1]([O:3][C:4](=[O:12])[C:5]1[CH:10]=[CH:9][C:8]([OH:11])=[CH:7][CH:6]=1)[CH3:2].[H][H]>[Pd]>[C:4]([CH:5]1[CH2:10][CH2:9][CH:8]([OH:11])[CH2:7][CH2:6]1)([O:3][CH2:1][CH3:2])=[O:12]. Starting materials: C(C)OC(C1=CC=C(C=C1)O)=O (ethyl-p-hydroxybenzoate), alcohol, [H][H] (hydrogen), ketone. Reactants: CCO, CCOC(=O)c1ccc2c([nH]c3ccccc32)c1C, Cl, [K+], [OH-]. Yields the product Cc1c(C(=O)O)ccc2c1[nH]c1ccccc12. Reaction SMILES: [CH3:23][CH2:24][OH:25].[CH3:3][c:4]1[c:5]([C:17](=[O:18])[O:19][CH2:20][CH3:21])[cH:6][cH:7][c:8]2[c:9]3[cH:10][cH:11][cH:12][cH:13][c:14]3[nH:15][c:16]12.[ClH:22].[K+:2].[OH-:1]>>[CH3:3][c:4]1[c:5]([C:17](=[O:18])[OH:19])[cH:6][cH:7][c:8]2[c:9]3[cH:10][cH:11][cH:12][cH:13][c:14]3[nH:15][c:16]12. The reactants are C(C)(=O)Cl (acetyl chloride), FC=1C=C(C(=O)O)C=CC1[N+](=O)[O-] (3-fluoro-4-nitrobenzoic acid). Run in CO (methanol). Run at time 18 hour. Product: FC=1C=C(C(=O)OC)C=CC1[N+](=O)[O-] (methyl 3-fluoro-4-nitrobenzoate). As a reaction SMILES: [C:1](Cl)(=O)C.[F:5][C:6]1[CH:7]=[C:8]([CH:12]=[CH:13][C:14]=1[N+:15]([O-:17])=[O:16])[C:9]([OH:11])=[O:10]>CO>[F:5][C:6]1[CH:7]=[C:8]([CH:12]=[CH:13][C:14]=1[N+:15]([O-:17])=[O:16])[C:9]([O:11][CH3:1])=[O:10]. Procedure details: To a solution prepared by the dropwise addition of 12 ml acetyl chloride to 150 ml methanol was added 7.0 grams 3-fluoro-4-nitrobenzoic acid and the resulting mixture was stirred at room temperature for 18 hours. The solvent was removed in vacuo and the residue was partitioned between ethyl acetate and 2% sodium carbonate solution. The organic layer was washed with saturated sodium chloride solution, dried over magnesium sulfate, filtered, and evaporated in vacuo to give 6 grams of methyl 3-fluo... Reactants: [BH4-], COC(C)(C)C, CCCCCCCC[N+](C)(CCCCCCCC)CCCCCCCC, CCCCCCC, [Cl-], CC(C)(C)OC(=O)C1(Cl)CC1F, [Na+], [Na+], [OH-], O. The product is CC(C)(C)OC(=O)C1CC1F. RXN SMILES: [BH4-:13].[C:52]([O:53][CH3:54])([CH3:55])([CH3:56])[CH3:57].[CH2:19]([N+:20]([CH2:21][CH2:22][CH2:23][CH2:24][CH2:25][CH2:26][CH2:27][CH3:28])([CH2:29][CH2:30][CH2:31][CH2:32][CH2:33][CH2:34][CH2:35][CH3:36])[CH3:37])[CH2:38][CH2:39][CH2:40][CH2:41][CH2:42][CH2:43][CH3:44].[CH3:45][CH2:46][CH2:47][CH2:48][CH2:49][CH2:50][CH3:51].[Cl-:18].[Cl:1][C:2]1([C:6](=[O:7])[O:8][C:9]([CH3:10])([CH3:11])[CH3:12])[CH:3]([F:5])[CH2:4]1.[Na+:14].[Na+:16].[OH-:15].[OH2:17]>>[CH:2]1([C:6](=[O:7])[O:8][C:9]([CH3:10])([CH3:11])[CH3:12])[CH:3]([F:5])[CH2:4]1. Reactants: CC(=O)Nc1ccc(S(=O)(=O)Nc2cccc(-c3cnc4[nH]cc(C(=O)C(C)(C)C)c4n3)c2)cc1, Cl, [Na+], [OH-], O. Yields the product CC(C)(C)C(=O)c1c[nH]c2ncc(-c3cccc(NS(=O)(=O)c4ccc(N)cc4)c3)nc12. RXN SMILES: [CH3:1][C:2]([C:3](=[O:4])[c:5]1[cH:6][nH:7][c:8]2[n:9][cH:10][c:11](-[c:14]3[cH:15][c:16]([NH:20][S:21](=[O:22])(=[O:23])[c:24]4[cH:25][cH:26][c:27]([NH:30][C:31](=[O:32])[CH3:33])[cH:28][cH:29]4)[cH:17][cH:18][cH:19]3)[n:12][c:13]12)([CH3:34])[CH3:35].[ClH:38].[Na+:37].[OH-:36].[OH2:39]>>[CH3:1][C:2]([C:3](=[O:4])[c:5]1[cH:6][nH:7][c:8]2[n:9][cH:10][c:11](-[c:14]3[cH:15][c:16]([NH:20][S:21](=[O:22])(=[O:23])[c:24]4[cH:25][cH:26][c:27]([NH2:30])[cH:28][cH:29]4)[cH:17][cH:18][cH:19]3)[n:12][c:13]12)([CH3:34])[CH3:35].